From a dataset of the Open Reaction Database (ORD), a public repository of structured organic reaction records. describe an organic reaction: reactants, conditions, products, and yield RXN SMILES: [CH3:1][O:2][C:3]1[CH:10]=[CH:9][C:8]([O:11][CH3:12])=[CH:7][C:4]=1[CH:5]=O.[C:13]([O:19][CH2:20][CH3:21])(=[O:18])[CH2:14][C:15]([CH3:17])=[O:16].C1C=CC=CC=1.N1CCCCC1>C(O)(=O)C>[CH3:1][O:2][C:3]1[CH:10]=[CH:9][C:8]([O:11][CH3:12])=[CH:7][C:4]=1[CH2:5][CH:14]([C:15]([CH3:17])=[O:16])[C:13]([O:19][CH2:20][CH3:21])=[O:18]. Product: COC1=C(CC(C(=O)OCC)C(=O)C)C=C(C=C1)OC (ethyl α-(2,5-dimethoxybenzyl)acetoacetate). Run in C(C)(=O)O (acetic acid). The reactants are COC1=C(C=O)C=C(C=C1)OC (2,5-dimethoxybenzaldehyde), C(CC(=O)C)(=O)OCC (ethyl acetoacetate), C1=CC=CC=C1 (benzene), N1CCCCC1 (piperidine). Reported procedure: A mixture of 2,5-dimethoxybenzaldehyde (100 g), ethyl acetoacetate (84.5 g) and anhydrous benzene (200 ml), piperidine (6 ml) andd acetic acid (12 ml) was heated at reflux for 3 hours in an apparatus fitted with a Dean-Stark trap to collect the azeotropically distilled water. The reaction mixture was cooled, benzene (300 ml) added, and the solution was washed successively with water (100 ml), cold 0.1N hydrochloric acid (200 ml), 5% aqueous sodium bicarbonate (200 ml) and dilute acetic acid (100... Reactants: COc1ccc(Cl)cc1C(=O)N=c1sc(C(C)(C)C)cn1CC1(O)CCCCC1, CC(=O)OC(C)=O, CN(C)c1ccncc1, c1ccncc1. Product: COc1ccc(Cl)cc1C(=O)N=c1sc(C(C)(C)C)cn1CC1(OC(C)=O)CCCCC1. Reaction SMILES: [C:1]([CH3:2])([CH3:3])([CH3:4])[c:5]1[cH:6][n:7]([CH2:22][C:23]2([OH:29])[CH2:24][CH2:25][CH2:26][CH2:27][CH2:28]2)[c:8](=[N:10][C:11]([c:12]2[c:13]([O:19][CH3:20])[cH:14][cH:15][c:16]([Cl:18])[cH:17]2)=[O:21])[s:9]1.[CH3:30][C:31](=[O:32])[O:33][C:34](=[O:35])[CH3:36].[CH3:43][N:44]([CH3:45])[c:46]1[cH:47][cH:48][n:49][cH:50][cH:51]1.[cH:37]1[cH:38][cH:39][n:40][cH:41][cH:42]1>>[C:1]([CH3:2])([CH3:3])([CH3:4])[c:5]1[cH:6][n:7]([CH2:22][C:23]2([O:29][C:31]([CH3:30])=[O:32])[CH2:24][CH2:25][CH2:26][CH2:27][CH2:28]2)[c:8](=[N:10][C:11]([c:12]2[c:13]([O:19][CH3:20])[cH:14][cH:15][c:16]([Cl:18])[cH:17]2)=[O:21])[s:9]1. Yield: 100.0%. RXN SMILES: [CH3:1][C:2]1[CH:7]=[CH:6][C:5]([NH:8]C(=O)OC(C)(C)C)=[CH:4][C:3]=1[NH:16][C:17]([C:19]1[S:27][C:22]2=[N:23][CH:24]=[CH:25][N:26]=[C:21]2[CH:20]=1)=[O:18].[ClH:28].O1CCOCC1>O1CCOCC1>[ClH:28].[NH2:8][C:5]1[CH:6]=[CH:7][C:2]([CH3:1])=[C:3]([NH:16][C:17]([C:19]2[S:27][C:22]3=[N:23][CH:24]=[CH:25][N:26]=[C:21]3[CH:20]=2)=[O:18])[CH:4]=1 |f:1.2,4.5|. Reaction conditions: temperature 60 celsius, time 8 hour. Reported procedure: To a solution of tert-butyl 4-methyl-3-(thieno[2,3-b]pyrazine-6-carboxamido)phenylcarbamate 28 (5.36 g, 13.94 mmol) in dioxane (20 mL) was added 4N HCl/Dioxane (8.71 mL, 34.9 mmol). The reaction was stirred overnight at 60° C. Evaporated to dryness to give N-(5-amino-2-methylphenyl)thieno[2,3-b]pyrazine-6-carboxamide hydrochloride 29 (4.47 g, 100%). NMR (400 MHz, DMSO-d6) 2.32 (s, 3H), 7.25 (dd, J=8.2 and 2.3 Hz, 1H), 7.44 (d, J=8.6 Hz, 1H), 7.49 (d, J=1.9 Hz, 1H), 8.65 (s, 1H), 8.77 (d, J=2.3 H... Run in O1CCOCC1 (dioxane). Starting materials: CC1=C(C=C(C=C1)NC(OC(C)(C)C)=O)NC(=O)C1=CC=2C(=NC=CN2)S1 (tert-butyl 4-methyl-3-(thieno[2,3-b]pyrazine-6-carboxamido)phenylcarbamate), Cl.O1CCOCC1 (HCl Dioxane). The product is Cl.NC=1C=CC(=C(C1)NC(=O)C1=CC=2C(=NC=CN2)S1)C (N-(5-amino-2-methylphenyl)thieno[2,3-b]pyrazine-6-carboxamide hydrochloride). The reactants are C(CC(=O)OC)(=O)OC (dimethyl malonate), [H-].[Na+] (sodium hydride), ClC1=NC(=NC(=C1)Cl)C (4,6-dichloro-2-methylpyrimidine). Solvent: C1CCOC1 (THF). Reaction conditions: time 10 minute. Product: COC(C(C(=O)OC)C1=NC(=NC(=C1)Cl)C)=O (2-(6-Chloro-2-methylpyrimidin-4-yl)malonic acid dimethyl ester). Yield: 37.8%. RXN SMILES: [C:1]([O:8][CH3:9])(=[O:7])[CH2:2][C:3]([O:5][CH3:6])=[O:4].[H-].[Na+].[Cl:12][C:13]1[CH:18]=[C:17](Cl)[N:16]=[C:15]([CH3:20])[N:14]=1>C1COCC1>[CH3:6][O:5][C:3](=[O:4])[CH:2]([C:17]1[CH:18]=[C:13]([Cl:12])[N:14]=[C:15]([CH3:20])[N:16]=1)[C:1]([O:8][CH3:9])=[O:7] |f:1.2|. Procedure details: To a solution of dimethyl malonate (0.39 mL, 3.37 mmol) in THF (20 mL) was added sodium hydride (60% dispersion in oil, 138 mg, 3.37 mmol) portionwise. The reaction mixture was stirred for 10 minutes at r.t. then 4,6-dichloro-2-methylpyrimidine (500 mg, 3.07 mmol) was added and the mixture heated to reflux for 2 h. The resulting suspension was concentrated in vacuo, triturated with Et2O (3×30 mL) and the mother liquors were evaporated in vacuo to yield the title compound (300 mg, 40%) as an off-... Starting materials: NC1=NC=C(C=N1)C=1C=C(C(=CC1)NC(C)(C)C)N (4-(2-amino-pyrimidin-5-yl)-N1-tert-butyl-benzene-1,2-diamine), CC=1SC(=C(N1)C)C1=C(C=O)C=C(C=C1)OC (2-(2,4-dimethyl-thiazol-5-yl)-5-methoxy-benzaldehyde), OOS(=O)[O-].[K+] (Oxone), S(=S)(=O)([O-])[O-].[Na+].[Na+] (sodium thiosulfate). Solvent: CN(C)C=O (DMF), O (H2O). Conditions: time 4 hour. The product is C(C)(C)(C)N1C(=NC2=C1C=CC(=C2)C=2C=NC(=NC2)N)C2=C(C=CC(=C2)OC)C2=C(N=C(S2)C)C (5-{1-tert-Butyl-2-[2-(2,4-dimethyl-thiazol-5-yl)-5-methoxy-phenyl]-1H-benzimidazol-5-yl}-pyrimidin-2-ylamine). The yield is 42.9%. Reaction SMILES: [NH2:1][C:2]1[N:7]=[CH:6][C:5]([C:8]2[CH:9]=[C:10]([NH2:19])[C:11]([NH:14][C:15]([CH3:18])([CH3:17])[CH3:16])=[CH:12][CH:13]=2)=[CH:4][N:3]=1.[CH3:20][C:21]1[S:22][C:23]([C:27]2[CH:34]=[CH:33][C:32]([O:35][CH3:36])=[CH:31][C:28]=2[CH:29]=O)=[C:24]([CH3:26])[N:25]=1.OOS([O-])=O.[K+].S([O-])([O-])(=O)=S.[Na+].[Na+]>CN(C=O)C.O>[C:15]([N:14]1[C:11]2[CH:12]=[CH:13][C:8]([C:5]3[CH:4]=[N:3][C:2]([NH2:1])=[N:7][CH:6]=3)=[CH:9][C:10]=2[N:19]=[C:29]1[C:28]1[CH:31]=[C:32]([O:35][CH3:36])[CH:33]=[CH:34][C:27]=1[C:23]1[S:22][C:21]([CH3:20])=[N:25][C:24]=1[CH3:26])([CH3:16])([CH3:18])[CH3:17] |f:2.3,4.5.6|. Procedure details: To a solution of 4-(2-amino-pyrimidin-5-yl)-N1-tert-butyl-benzene-1,2-diamine (100 mg, 0.39 mmol) in DMF (5 mL) is added 2-(2,4-dimethyl-thiazol-5-yl)-5-methoxy-benzaldehyde (144 mg, 0.58 mmol) at room temperature. Oxone (239 mg, 0.39 mmol) in H2O (1 mL) is added and the solution is stirred for 4 hours. Saturated sodium thiosulfate solution (5 mL) is added and the mixture is extracted with EtOAc (3×10 mL) and H2O (10 mL). The combined organic layer is dried with MgSO4 and is filtered. The filtra...